The task is: describe an organic reaction: reactants, conditions, products, and yield. This data is from the Open Reaction Database (ORD), a public repository of structured organic reaction records. Reactants: [Na] (sodium), OCC=1C=NC=CC1 (3-hydroxymethylpyridine), COC(CC1=CC=C(C=C1)CC(C)C)=O (p-isobutylphenylacetic acid methyl ester). Run in O (water). The product is N1=CC(=CC=C1)COC(CC1=CC=C(C=C1)CC(C)C)=O (p-isobutylphenylacetic acid-3-pyridylmethyl ester). Reaction SMILES: [Na].[OH:2][CH2:3][C:4]1[CH:5]=[N:6][CH:7]=[CH:8][CH:9]=1.C[O:11][C:12](=O)[CH2:13][C:14]1[CH:19]=[CH:18][C:17]([CH2:20][CH:21]([CH3:23])[CH3:22])=[CH:16][CH:15]=1>O>[N:6]1[CH:7]=[CH:8][CH:9]=[C:4]([CH2:3][O:2][C:12](=[O:11])[CH2:13][C:14]2[CH:19]=[CH:18][C:17]([CH2:20][CH:21]([CH3:22])[CH3:23])=[CH:16][CH:15]=2)[CH:5]=1 |^1:0|. Reported procedure: A mixture of 0.05 g of sodium and 8 ml of 3-hydroxymethylpyridine was heated at 65°-70° C. for 10 hours. To this mixture was added 2.1 g of p-isobutylphenylacetic acid methyl ester, and the whole was heated at 95°-100° C. for 8 hours. After the reaction was complete, 100 ml of water was added. The resulting mixture was extracted with ether, and the ether layer separated was dehydrated and concentrated to leave an oily residue. This residue was distilled under reduced pressure to give 1.9 g of p-... Reactants: CSC1=NC=2CCCCC2C(N1)=O (2-Methylsulfanyl-5,6,7,8-tetrahydro-3H-quinazolin-4-one), ClC1=C(C=CC=C1)N1CCNCC1 (1-(2-chlorophenyl)piperazine). The solvent is C(CC(C)C)O (isoamyl alcohol). The product is ClC1=C(C=CC=C1)N1CCN(CC1)C1=NC=2CCCCC2C(N1)=O (2-[4-(2-Chlorophenyl)piperazin-1-yl]-5,6,7,8-tetrahydro-3H-quinazolin-4-one). RXN SMILES: CS[C:3]1[NH:12][C:11](=[O:13])[C:10]2[CH2:9][CH2:8][CH2:7][CH2:6][C:5]=2[N:4]=1.[Cl:14][C:15]1[CH:20]=[CH:19][CH:18]=[CH:17][C:16]=1[N:21]1[CH2:26][CH2:25][NH:24][CH2:23][CH2:22]1>C(O)CC(C)C>[Cl:14][C:15]1[CH:20]=[CH:19][CH:18]=[CH:17][C:16]=1[N:21]1[CH2:26][CH2:25][N:24]([C:3]2[NH:12][C:11](=[O:13])[C:10]3[CH2:9][CH2:8][CH2:7][CH2:6][C:5]=3[N:4]=2)[CH2:23][CH2:22]1. Procedure: 2-Methylsulfanyl-5,6,7,8-tetrahydro-3H-quinazolin-4-one (100 mg; 0.51 mmol) and 1-(2-chlorophenyl)piperazine (84.9 μl; 0.51 mmol) are reacted in isoamyl alcohol (1 ml) in accordance with the procedure for Example 1 and worked up; yield: 65 mg (37%), crystals; Reaction SMILES: [Br:1][c:2]1[c:3]([CH2:12][OH:13])[cH:4][c:5]([C:8]([F:9])([F:10])[F:11])[cH:6][cH:7]1.[C:14]([Br:15])([Br:16])([Br:17])[Br:18].[CH2:38]([Cl:39])[Cl:40].[c:19]1([P:20]([c:21]2[cH:22][cH:23][cH:24][cH:25][cH:26]2)[c:27]2[cH:28][cH:29][cH:30][cH:31][cH:32]2)[cH:33][cH:34][cH:35][cH:36][cH:37]1>>[Br:1][c:2]1[c:3]([CH2:12][Br:15])[cH:4][c:5]([C:8]([F:9])([F:10])[F:11])[cH:6][cH:7]1. The reactants are OCc1cc(C(F)(F)F)ccc1Br, BrC(Br)(Br)Br, ClCCl, c1ccc(P(c2ccccc2)c2ccccc2)cc1. The product is FC(F)(F)c1ccc(Br)c(CBr)c1. The reactants are COC(=O)C1(NC(=O)OCc2ccco2)CCCCC1, [Na+], C1CCOC1, [OH-]. Product: O=C(NC1(C(=O)O)CCCCC1)OCc1ccco1. Reaction SMILES: [CH3:1][O:2][C:3](=[O:4])[C:5]1([NH:11][C:12](=[O:13])[O:14][CH2:15][c:16]2[o:17][cH:18][cH:19][cH:20]2)[CH2:6][CH2:7][CH2:8][CH2:9][CH2:10]1.[Na+:22].[O:23]1[CH2:24][CH2:25][CH2:26][CH2:27]1.[OH-:21]>>[O:2]=[C:3]([OH:4])[C:5]1([NH:11][C:12](=[O:13])[O:14][CH2:15][c:16]2[o:17][cH:18][cH:19][cH:20]2)[CH2:6][CH2:7][CH2:8][CH2:9][CH2:10]1. Starting materials: C(C)OC(=O)C=1C(=C2C(=C(N1)C#N)N(C=C2)CC2=CC(=CC=C2)F)O (7-cyano-1-(3-fluoro-benzyl)-4-hydroxy-1H-pyrrolo[2,3-c]pyridine-5-carboxylic acid ethyl ester), NCC(=O)O (glycine), C[O-].[Na+].CO (NaOMe HOMe). Product: C(#N)C=1N=C(C(=C2C1N(C=C2)CC2=CC(=CC=C2)F)O)C(=O)NCC(=O)O ({[7-Cyano-1-(3-fluoro-benzyl)-4-hydroxy-1H-pyrrolo[2,3-c]pyridine-5-carbonyl]-amino}-acetic acid). Reaction SMILES: C(O[C:4]([C:6]1[C:7]([OH:25])=[C:8]2[CH:16]=[CH:15][N:14]([CH2:17][C:18]3[CH:23]=[CH:22][CH:21]=[C:20]([F:24])[CH:19]=3)[C:9]2=[C:10]([C:12]#[N:13])[N:11]=1)=[O:5])C.[NH2:26][CH2:27][C:28]([OH:30])=[O:29].C[O-].[Na+].CO>>[C:12]([C:10]1[N:11]=[C:6]([C:4]([NH:26][CH2:27][C:28]([OH:30])=[O:29])=[O:5])[C:7]([OH:25])=[C:8]2[CH:16]=[CH:15][N:14]([CH2:17][C:18]3[CH:23]=[CH:22][CH:21]=[C:20]([F:24])[CH:19]=3)[C:9]=12)#[N:13] |f:2.3.4|. Procedure: Prepared in analogy to that of Example 1(e) from 7-cyano-1-(3-fluoro-benzyl)-4-hydroxy-1H-pyrrolo[2,3-c]pyridine-5-carboxylic acid ethyl ester, glycine and NaOMe/HOMe. The title compound, ESI MS (m/z): 369 (M+H)+. Reactants: ClC=1C=C(C2=C(OCCO2)C1)C=O (7-Chloro-2,3-dihydrobenzo[b][1,4]dioxine-5-carbaldehyde), C[Mg+].[Br-] (MeMgBr). Solvent: C(C)OCC (diethyl ether). Reaction conditions: temperature 0 celsius, time 10 minute. Yields the product ClC1=CC2=C(OCCO2)C(=C1)C(C)O (1-(6-Chloro-2,3-dihydrobenzo[b][1,4]dioxin-8-yl)ethanol). Reaction SMILES: [Cl:1][C:2]1[CH:3]=[C:4]([CH:12]=[O:13])[C:5]2[O:10][CH2:9][CH2:8][O:7][C:6]=2[CH:11]=1.[CH3:14][Mg+].[Br-]>C(OCC)C>[Cl:1][C:2]1[CH:3]=[C:4]([CH:12]([OH:13])[CH3:14])[C:5]2[O:10][CH2:9][CH2:8][O:7][C:6]=2[CH:11]=1 |f:1.2|. Reported procedure: 7-Chloro-2,3-dihydrobenzo[b][1,4]dioxine-5-carbaldehyde (0.26 g, 1.32 mmol) was dissolved in 10 mL of diethyl ether and cooled to 0° C. MeMgBr (1.1 mL, 3.31 mmol) was added to the solution and the ice bath was removed. The reaction was allowed to stir at rt for 10 min. and at reflux for 30 min. The reaction was cooled to 0° C. and 10 mL of sat NH4Cl were added to quench the reaction. The diethyl ether layer was separated and washed with water (20 mL×2). The organic layer was dried over Na2SO4 an...